From a dataset of the Open Reaction Database (ORD), a public repository of structured organic reaction records. describe an organic reaction: reactants, conditions, products, and yield Starting materials: ON1C(CCC1=O)=O (NHS), ligand 12, [OH-].[Na+] (NaOH), ON1C(CCC1=O)=O (NHS), O (water), NC1=C(SC=C1S(=O)(=O)CCC)C(=O)O (3-amino-4(propylsulfonyl)thiophene-2-carboxylic acid). Solvent: C(C)O (ethanol). Run at temperature 30 celsius, time 18 hour. The product is NC1=C(SC=C1S(=O)(=O)CCC)C(=O)O (3-amino-4(propylsulfonyl)thiophene-2-carboxylic acid), C(=O)(O)[O-].[Na+] (NaHCO3). As a reaction SMILES: [OH:1]N1C(=O)CCC1=O.[NH2:9][C:10]1[C:14]([S:15]([CH2:18][CH2:19][CH3:20])(=[O:17])=[O:16])=[CH:13][S:12][C:11]=1[C:21]([OH:23])=[O:22].O.[OH-].[Na+:26]>C(O)C>[NH2:9][C:10]1[C:14]([S:15]([CH2:18][CH2:19][CH3:20])(=[O:17])=[O:16])=[CH:13][S:12][C:11]=1[C:21]([OH:23])=[O:22].[C:21]([O-:23])([OH:1])=[O:22].[Na+:26] |f:3.4,7.8|. Procedure: Bromine was added to a stirred suspension of 100 ml of allyl activated (0.3 mmol allyl/ml) Sepharose™ 6 Fast Flow gel (Amersham Biosciences, Uppsala, Sweden), 4 g of AcONa and 100 ml of distilled water, till a persistent yellow colour was obtained. Sodium formate was then added till the suspension was fully decolourised. The reaction mixture was filtered and the gel washed with 500 ml of distilled water. The activated gel was then directly transfer to a reaction vessel and treated with an aqueou...